This data is from the Open Reaction Database (ORD), a public repository of structured organic reaction records. The task is: describe an organic reaction: reactants, conditions, products, and yield Starting materials: CC(CBr)C(=O)N1CCCC1C(=O)O, Cn1ccccc1=S, CC#N. Product: [Br-], CC(CSc1cccc[n+]1C)C(=O)N1CCCC1C(=O)O. As a reaction SMILES: [Br:1][CH2:2][CH:3]([C:4](=[O:5])[N:6]1[CH:7]([C:8](=[O:9])[OH:10])[CH2:11][CH2:12][CH2:13]1)[CH3:14].[CH3:15][n:16]1[c:17](=[S:22])[cH:18][cH:19][cH:20][cH:21]1.[CH3:23][C:24]#[N:25]>>[Br-:1].[CH2:2]([CH:3]([C:4](=[O:5])[N:6]1[CH:7]([C:8](=[O:9])[OH:10])[CH2:11][CH2:12][CH2:13]1)[CH3:14])[S:22][c:17]1[n+:16]([CH3:15])[cH:21][cH:20][cH:19][cH:18]1. Starting materials: C(C)(=O)C=1C=CC2=C(C=C(O2)C(=O)OC)C1 (5-acetyl-2-methoxycarbonylbenzofuran), NC1=C(C=O)C=CC(=C1)Cl (2-amino-4-chlorobenzaldehyde). Reagents/catalysts: O.C1(=CC=C(C=C1)S(=O)(=O)O)C (p-toluenesulfonic acid monohydrate). Run in C(Cl)(Cl)Cl (chloroform). Run at temperature 200 celsius, time 3 hour. Yields the product ClC1=CC=C2C=CC(=NC2=C1)C=1C=CC2=C(C=C(O2)C(=O)OC)C1 (7-chloro-2-(2-methoxycarbonylbenzofuran-5-yl)quinoline). The yield is 36.9%. Reaction SMILES: [C:1]([C:4]1[CH:5]=[CH:6][C:7]2[O:11][C:10]([C:12]([O:14][CH3:15])=[O:13])=[CH:9][C:8]=2[CH:16]=1)(=O)[CH3:2].[NH2:17][C:18]1[CH:25]=[C:24]([Cl:26])[CH:23]=[CH:22][C:19]=1[CH:20]=O>C(Cl)(Cl)Cl.O.C1(C)C=CC(S(O)(=O)=O)=CC=1>[Cl:26][C:24]1[CH:25]=[C:18]2[C:19]([CH:20]=[CH:2][C:1]([C:4]3[CH:5]=[CH:6][C:7]4[O:11][C:10]([C:12]([O:14][CH3:15])=[O:13])=[CH:9][C:8]=4[CH:16]=3)=[N:17]2)=[CH:22][CH:23]=1 |f:3.4|. Procedure: A mixture of 5-acetyl-2-methoxycarbonylbenzofuran (0.57 g), 2-amino-4-chlorobenzaldehyde (0.40 g) and p-toluenesulfonic acid monohydrate (0.04 mg) was stirred at 200° C. for 3 hours. After being cooled, the resulting mixture was dissolved in chloroform, washed with water, dried over magnesium sulfate and concentrated under reduced pressure to give a syrup. The syrup was subjected to column chromatography on silica gel and eluted with a mixture of ethyl acetate and toluene (1:20). The fractions c... Starting materials: Cl.NC=1C=C(C=CC1)C1=CC=CC=2C=C(SC21)C(=O)N[C@H]2CN1CCC2CC1 (7-(3-aminophenyl)-N-[(3R)-1-azabicyclo[2.2.2]oct-3-yl]-1-benzothiophene-2-carboxamide hydrochloride), C1(CCCC1)C(=O)Cl (cyclopentylcarbonyl chloride). Yields the product Cl.N12C[C@@H](C(CC1)CC2)NC(=O)C=2SC1=C(C2)C=CC=C1C1=CC(=CC=C1)NC(=O)C1CCCC1 (N-[(3R)-1-Azabicyclo[2.2.2]oct-3-yl]-7-{3-[(cyclopentylcarbonyl)amino]phenyl}-1-benzothiophene-2-carboxamide hydrochloride). Reaction SMILES: Cl.[NH2:2][C:3]1[CH:4]=[C:5]([C:9]2[C:17]3[S:16][C:15]([C:18]([NH:20][C@@H:21]4[CH:26]5[CH2:27][CH2:28][N:23]([CH2:24][CH2:25]5)[CH2:22]4)=[O:19])=[CH:14][C:13]=3[CH:12]=[CH:11][CH:10]=2)[CH:6]=[CH:7][CH:8]=1.[CH:29]1([C:34]([Cl:36])=[O:35])[CH2:33][CH2:32][CH2:31][CH2:30]1>>[ClH:36].[N:23]12[CH2:24][CH2:25][CH:26]([CH2:27][CH2:28]1)[C@@H:21]([NH:20][C:18]([C:15]1[S:16][C:17]3[C:9]([C:5]4[CH:6]=[CH:7][CH:8]=[C:3]([NH:2][C:34]([CH:29]5[CH2:33][CH2:32][CH2:31][CH2:30]5)=[O:35])[CH:4]=4)=[CH:10][CH:11]=[CH:12][C:13]=3[CH:14]=1)=[O:19])[CH2:22]2 |f:0.1,3.4|. Procedure: 50 mg (0.12 mmol) of 7-(3-aminophenyl)-N-[(3R)-1-azabicyclo[2.2.2]oct-3-yl]-1-benzothiophene-2-carboxamide hydrochloride (Example 21) and 32 mg (0.24 mmol) of cyclopentylcarbonyl chloride are reacted together by general method F. 30.5 mg (52.8% of theory) of the title compound are obtained. Starting materials: COC1=CC=C(C=C1)C=1NC(NC1C1=CC=C(C=C1)OC)=S (4,5-bis(4-methoxyphenyl)-1H-imidazole-2-thione), BrCCCBr (1,3-dibromopropane), chloroform-ether. Run in C(C)O (ethanol). Yields the product C(CCSC=1NC(=C(N1)C1=CC=C(C=C1)OC)C1=CC=C(C=C1)OC)SC=1NC(=C(N1)C1=CC=C(C=C1)OC)C1=CC=C(C=C1)OC (2,2'-[1,3-Propanediylbis(thio)]bis[4,5-bis(4-methoxyphenyl)-1H-imidazole]). RXN SMILES: [CH3:1][O:2][C:3]1[CH:8]=[CH:7][C:6]([C:9]2[NH:10][C:11](=[S:22])[NH:12][C:13]=2[C:14]2[CH:19]=[CH:18][C:17]([O:20][CH3:21])=[CH:16][CH:15]=2)=[CH:5][CH:4]=1.Br[CH2:24][CH2:25][CH2:26]Br>C(O)C>[CH2:24]([S:22][C:11]1[NH:12][C:13]([C:14]2[CH:19]=[CH:18][C:17]([O:20][CH3:21])=[CH:16][CH:15]=2)=[C:9]([C:6]2[CH:5]=[CH:4][C:3]([O:2][CH3:1])=[CH:8][CH:7]=2)[N:10]=1)[CH2:25][CH2:26][S:22][C:11]1[NH:12][C:13]([C:14]2[CH:19]=[CH:18][C:17]([O:20][CH3:21])=[CH:16][CH:15]=2)=[C:9]([C:6]2[CH:7]=[CH:8][C:3]([O:2][CH3:1])=[CH:4][CH:5]=2)[N:10]=1. Reported procedure: A mixture of 4,5-bis(4-methoxyphenyl)-1H-imidazole-2-thione (15.6 g, 0.05 mol) and 1,3-dibromopropane (5 g, 0.025 mol) in ethanol (150 ml) was refluxed for three hours. After cooling, the resulting solid was removed by filtration and discarded. The solvent was removed at reduced pressure to give a yellow foam which was then treated with chloroform-ether. The resulting solid material was removed by filtration, dissolved in chloroform and washed with 10% aqueous sodium hydroxide solution. The solv... Starting materials: COC(=O)c1ccc(CBr)cc1, COc1ccc(C=Cc2nc3c(OC)c(C)c(C)c(OC)c3[nH]2)cc1OC, [H-], [Na+], CN(C)C=O. Yields the product COC(=O)c1ccc(Cn2c(C=Cc3ccc(OC)c(OC)c3)nc3c(OC)c(C)c(C)c(OC)c32)cc1. As a reaction SMILES: [CH3:30][O:31][C:32]([c:33]1[cH:34][cH:35][c:36]([CH2:39][Br:40])[cH:37][cH:38]1)=[O:41].[CH3:3][O:4][c:5]1[cH:6][c:7]([CH:13]=[CH:14][c:15]2[n:16][c:17]3[c:18]([nH:19]2)[c:20]([O:28][CH3:29])[c:21]([CH3:27])[c:22]([CH3:26])[c:23]3[O:24][CH3:25])[cH:8][cH:9][c:10]1[O:11][CH3:12].[H-:1].[Na+:2].[O:42]=[CH:43][N:44]([CH3:45])[CH3:46]>>[CH3:3][O:4][c:5]1[cH:6][c:7]([CH:13]=[CH:14][c:15]2[n:16][c:17]3[c:18]([n:19]2[CH2:39][c:36]2[cH:35][cH:34][c:33]([C:32]([O:31][CH3:30])=[O:41])[cH:38][cH:37]2)[c:20]([O:28][CH3:29])[c:21]([CH3:27])[c:22]([CH3:26])[c:23]3[O:24][CH3:25])[cH:8][cH:9][c:10]1[O:11][CH3:12]. The reactants are ClC=1C=C2C3=CC(=CC=C3S(NC2=C2N=CC=CC12)(=O)=O)F (12-Chloro-9-fluoro-5H-6-thia-4,5-diaza-chrysene 6,6-dioxide), OC1CCNCC1 (4-hydroxy piperidine). The solvent is CN1CCCC1=O (NMP). The product is ClC=1C=C2C3=CC(=CC=C3S(NC2=C2N=CC=CC12)(=O)=O)N1CCC(CC1)O (1-(12-Chloro-6,6-dioxo-5,6-dihydro-6λ*6*-thia-4,5-diaza-chrysen-9-yl)-piperidin-4-ol). Yield: 48.1%. As a reaction SMILES: [Cl:1][C:2]1[CH:3]=[C:4]2[C:13](=[C:14]3[C:19]=1[CH:18]=[CH:17][CH:16]=[N:15]3)[NH:12][S:11](=[O:21])(=[O:20])[C:10]1[C:5]2=[CH:6][C:7](F)=[CH:8][CH:9]=1.[OH:23][CH:24]1[CH2:29][CH2:28][NH:27][CH2:26][CH2:25]1>CN1C(=O)CCC1>[Cl:1][C:2]1[CH:3]=[C:4]2[C:13](=[C:14]3[C:19]=1[CH:18]=[CH:17][CH:16]=[N:15]3)[NH:12][S:11](=[O:21])(=[O:20])[C:10]1[C:5]2=[CH:6][C:7]([N:27]2[CH2:28][CH2:29][CH:24]([OH:23])[CH2:25][CH2:26]2)=[CH:8][CH:9]=1. Reported procedure: 12-Chloro-9-fluoro-5H-6-thia-4,5-diaza-chrysene 6,6-dioxide 503 (100 mg, 0.3 mmol), 4-hydroxy piperidine (121 mg, 1.2 mmol) and NMP (2 ml) were heated in microwave at 180° C. for 4 h. After cooling, the mixture was poured into ice cold water and the resulting precipitate was collected by filtration and dried. The crude residue was purified by column chromatography with DCM/MeOH (99:1) as the eluent to give the title compound (60 mg, 48%). Procedure: Title compound 36 was prepared in a similar manner to the synthesis of compound 34 by substituting compound 34D with compound 36C in step 5 of Example 34: 1H NMR (DMSO-d6): δ 8.03 (d, J=7.93 Hz, 1H), 7.79 (d, J=7.93 Hz, 1H), 7.66-7.68 (m, 1H), 7.35-7.48 (m, 8H), 5.08 (s, 2H), 4.91 (s, 2H), 3.70-3.73 (m, 2H), 3.46-3.49 (m, 2H), 3.05-3.07 (m, 2H). MS (ESI(+)): m/z 670 (M−H). The reactants are S1C(=NC2=C1C=CC=C2)NC(=O)C=2C=CC=C1CCN(CC21)C=2SC(=C(N2)C(=O)O)C2=CC=C(C=C2)CO (2-(8-(benzo[d]thiazol-2-ylcarbamoyl)-3,4-dihydroisoquinolin-2(1H)-yl)-5-(4-(hydroxymethyl)phenyl)thiazole-4-carboxylic acid), NC1=C(C(=NN1C(=O)OC(C)(C)C)C=1C=C(OCC#CC2=C(N=C(S2)N2CC3=C(C=CC=C3CC2)C(N(COCC[Si](C)(C)C)C=2SC3=C(N2)C=CC=C3)=O)C(=O)OCC)C=CC1)C#N (ethyl 5-(3-(3-(5-amino-1-(tert-butoxycarbonyl)-4-cyano-1H-pyrazol-3-yl)phenoxy)prop-1-ynyl)-2-(8-(benzo[d]thiazol-2-yl((2-(trimethylsilyl)ethoxy)methyl)carbamoyl)-3,4-dihydroisoquinolin-2(1H)-yl)thiazole-4-carboxylate). Yields the product NC1=C(C(=NN1)C=1C=C(OCC#CC2=C(N=C(S2)N2CC3=C(C=CC=C3CC2)C(NC=2SC3=C(N2)C=CC=C3)=O)C(=O)O)C=CC1)C#N (5-(3-(3-(5-amino-4-cyano-1H-pyrazol-3-yl)phenoxy)prop-1-ynyl)-2-(8-(benzo[d]thiazol-2-ylcarbamoyl)-3,4-dihydroisoquinolin-2(1H)-yl)thiazole-4-carboxylic acid). As a reaction SMILES: S1C2C=CC=CC=2N=C1NC(C1C=CC=C2C=1CN(C1SC(C3C=CC(CO)=CC=3)=C(C(O)=O)N=1)CC2)=O.[NH2:39][C:40]1[N:44](C(OC(C)(C)C)=O)[N:43]=[C:42]([C:52]2[CH:53]=[C:54]([CH:99]=[CH:100][CH:101]=2)[O:55][CH2:56][C:57]#[C:58][C:59]2[S:63][C:62]([N:64]3[CH2:73][CH2:72][C:71]4[C:66](=[C:67]([C:74](=[O:93])[N:75]([C:84]5[S:85][C:86]6[CH:92]=[CH:91][CH:90]=[CH:89][C:87]=6[N:88]=5)COCC[Si](C)(C)C)[CH:68]=[CH:69][CH:70]=4)[CH2:65]3)=[N:61][C:60]=2[C:94]([O:96]CC)=[O:95])[C:41]=1[C:102]#[N:103]>>[NH2:39][C:40]1[NH:44][N:43]=[C:42]([C:52]2[CH:53]=[C:54]([CH:99]=[CH:100][CH:101]=2)[O:55][CH2:56][C:57]#[C:58][C:59]2[S:63][C:62]([N:64]3[CH2:73][CH2:72][C:71]4[C:66](=[C:67]([C:74](=[O:93])[NH:75][C:84]5[S:85][C:86]6[CH:92]=[CH:91][CH:90]=[CH:89][C:87]=6[N:88]=5)[CH:68]=[CH:69][CH:70]=4)[CH2:65]3)=[N:61][C:60]=2[C:94]([OH:96])=[O:95])[C:41]=1[C:102]#[N:103]. The yield is 2.4%. RXN SMILES: [Cl:1][C:2]1[CH:3]=[CH:4][CH:5]=[C:6]2[C:10]=1[NH:9][N:8]=[C:7]2[C:11]1[CH:16]=[CH:15][C:14]([O:17][CH3:18])=[CH:13][CH:12]=1.[H-].[Na+].[CH:21]1(Br)[CH2:25][CH2:24][CH2:23][CH2:22]1>>[Cl:1][C:2]1[C:10]2[C:6](=[C:7]([C:11]3[CH:16]=[CH:15][C:14]([O:17][CH3:18])=[CH:13][CH:12]=3)[N:8]([CH:21]3[CH2:25][CH2:24][CH2:23][CH2:22]3)[N:9]=2)[CH:5]=[CH:4][CH:3]=1 |f:1.2|. The reactants are ClC=1C=CC=C2C(=NNC12)C1=CC=C(C=C1)OC (7-chloro-3-(4-methoxyphenyl)-1H-indazole), [H-].[Na+] (sodium hydride), C1(CCCC1)Br (cyclopentylbromide). The product is ClC1=CC=CC2=C(N(N=C12)C1CCCC1)C1=CC=C(C=C1)OC (7-chloro-2-cyclopentyl-3-(4-methoxyphenyl)-2H-indazole). Reported procedure: Prepared according to Method D step B from 7-chloro-3-(4-methoxyphenyl)-1H-indazole (0.129 g, 0.5 mmol), sodium hydride (60% in oil, 0.024 g, 0.6 mmol) and cyclopentylbromide (0.107 mL, 1.0 mmol) to give the title compound (0.004 g). Starting materials: CC(C)(C)c1cc(C(=O)Cl)cc(C(C)(C)C)c1O, COCCOC, Nc1ccc(CC(=O)O)cc1. Product: CC(C)(C)c1cc(C(=O)Nc2ccc(CC(=O)O)cc2)cc(C(C)(C)C)c1O. As a reaction SMILES: [C:12]([CH3:13])([CH3:14])([CH3:15])[c:16]1[cH:17][c:18]([C:19](=[O:20])[Cl:21])[cH:22][c:23]([C:26]([CH3:27])([CH3:28])[CH3:29])[c:24]1[OH:25].[CH3:30][O:31][CH2:32][CH2:33][O:34][CH3:35].[NH2:1][c:2]1[cH:3][cH:4][c:5]([CH2:8][C:9](=[O:10])[OH:11])[cH:6][cH:7]1>>[NH:1]([c:2]1[cH:3][cH:4][c:5]([CH2:8][C:9](=[O:10])[OH:11])[cH:6][cH:7]1)[C:19]([c:18]1[cH:17][c:16]([C:12]([CH3:13])([CH3:14])[CH3:15])[c:24]([OH:25])[c:23]([C:26]([CH3:27])([CH3:28])[CH3:29])[cH:22]1)=[O:20].